The task is: describe an organic reaction: reactants, conditions, products, and yield. This data is from the Open Reaction Database (ORD), a public repository of structured organic reaction records. Reactants: C(C)(C)(C)OC(=O)OC(=O)OC(C)(C)C (di-tert-butyldicarbonate), C(C)(C)N(C(C)C)CC (N,N-diisopropylethylamine), C(C)(C)(C)OC(=O)N1CCC(CC1)(O)C1=CC=C(C=C1)C1(CC1)C(=O)O (1-{4-[1-(tert-butoxycarbonyl)-4-hydroxypiperidin-4-yl]phenyl}cyclopropanecarboxylic acid), FC(C(=O)O)(F)F (trifluoroacetic acid), crude product, O1CCCC1 (tetrahydrofuran). The solvent is CCOC(=O)C (AcOEt). Conditions: time 5 hour. Product: C(C)(C)(C)OC(=O)N1CCC(=CC1)C1=CC=C(C=C1)C1(CC1)C(=O)O (1-{4-[1-(tert-butoxycarbonyl)-1,2,3,6-tetrahydropyridin-4-yl]phenyl}cyclopropane carboxylic acid). RXN SMILES: [C:1]([O:5][C:6]([N:8]1[CH2:13][CH2:12][C:11]([C:15]2[CH:20]=[CH:19][C:18]([C:21]3([C:24]([OH:26])=[O:25])[CH2:23][CH2:22]3)=[CH:17][CH:16]=2)(O)[CH2:10][CH2:9]1)=[O:7])([CH3:4])([CH3:3])[CH3:2].FC(F)(F)C(O)=O.O1CCCC1.C(OC(OC(OC(C)(C)C)=O)=O)(C)(C)C.C(N(CC)C(C)C)(C)C>CCOC(C)=O>[C:1]([O:5][C:6]([N:8]1[CH2:9][CH:10]=[C:11]([C:15]2[CH:20]=[CH:19][C:18]([C:21]3([C:24]([OH:26])=[O:25])[CH2:23][CH2:22]3)=[CH:17][CH:16]=2)[CH2:12][CH2:13]1)=[O:7])([CH3:4])([CH3:2])[CH3:3]. Procedure: A mixture of 1-{4-[1-(tert-butoxycarbonyl)-4-hydroxypiperidin-4-yl]phenyl}cyclopropanecarboxylic acid (300 mg, prepared as described in example 210, steps 1 & 2) and trifluoroacetic acid 2 mL was stirred at rt for 5 h. The reaction mixture was then concentrated. The crude product was dissolved in tetrahydrofuran (4 mL, 0.05 mol) and to this was added di-tert-butyldicarbonate (333 mg, 0.00152 mol) and N,N-diisopropylethylamine (6.0×10−2 μL, 0.0035 mol). The mixture was stirred at rt for 5 h and t...